From a dataset of the Open Reaction Database (ORD), a public repository of structured organic reaction records. describe an organic reaction: reactants, conditions, products, and yield The reactants are C1(=CC=CC=C1)P(C1=CC=CC=C1)C1=CC=CC=C1 (triphenylphosphine), C(Cl)(Cl)(Cl)Cl (carbon tetrachloride), OCC1=C(C(OC)C2=CN(CS2)C)C=CC=C1 (5-(2-hydroxymethyl-α-methoxybenzyl)-3-methylthiazole). The solvent is C(C)#N (acetonitrile). Run at time 8 hour. The product is ClCC1=C(C(OC)C2=CN(CS2)C)C=CC=C1 (5-(2-chloromethyl-α-methoxybenzyl)-3-methylthiazole). The yield is 72.0%. RXN SMILES: O[CH2:2][C:3]1[CH:17]=[CH:16][CH:15]=[CH:14][C:4]=1[CH:5]([C:8]1[S:12][CH2:11][N:10]([CH3:13])[CH:9]=1)[O:6][CH3:7].C1(P(C2C=CC=CC=2)C2C=CC=CC=2)C=CC=CC=1.C(Cl)(Cl)(Cl)[Cl:38]>C(#N)C>[Cl:38][CH2:2][C:3]1[CH:17]=[CH:16][CH:15]=[CH:14][C:4]=1[CH:5]([C:8]1[S:12][CH2:11][N:10]([CH3:13])[CH:9]=1)[O:6][CH3:7]. Procedure: To a mixture of 1.24 g (5.3 mmol) of 5-(2-hydroxymethyl-α-methoxybenzyl)-3-methylthiazole and 10 ml of acetonitrile was added 1.67 g (6.36 mmol) of triphenylphosphine and 1.23 ml (12.7 mmol) of carbon tetrachloride under ice-cooling and stirred at room temperature overnight. After completion of the reaction, the residue obtained by concentration under reduced pressure was purified by column chromatography on silica gel (ethyl acetate/n-hexane) to give 5-(2-chloromethyl-α-methoxybenzyl)-3-methylt... The reactants are [H-].[Na+] (sodium hydride), COC(C(C1=CC=C(C=C1)O)=O)=O (4-hydroxy-alpha-oxobenzeneacetic acid methyl ester), CN(C=O)C (dimethylformamide), ClCC(=O)C1=CC=C(C=C1)C(C)(C)C (2-chloro-1-[4-(1,1-dimethylethyl)phenyl]ethanone), CN(C=O)C (dimethylformamide). Reaction conditions: time 30 minute. The product is COC(C(C1=C(C=CC=C1)OCC(=O)C1=CC=C(C=C1)C(C)(C)C)=O)=O (2-[4-(1,1-dimethylethyl)phenyl-2-oxoethoxy]-alpha-oxobenzeneacetic acid methyl ester). As a reaction SMILES: [H-].[Na+].[CH3:3][O:4][C:5](=[O:15])[C:6](=[O:14])[C:7]1[CH:12]=[CH:11][C:10](O)=[CH:9][CH:8]=1.Cl[CH2:17][C:18]([C:20]1[CH:25]=[CH:24][C:23]([C:26]([CH3:29])([CH3:28])[CH3:27])=[CH:22][CH:21]=1)=[O:19].CN(C)C=[O:33]>>[CH3:3][O:4][C:5](=[O:15])[C:6](=[O:14])[C:7]1[CH:12]=[CH:11][CH:10]=[CH:9][C:8]=1[O:33][CH2:17][C:18]([C:20]1[CH:25]=[CH:24][C:23]([C:26]([CH3:29])([CH3:28])[CH3:27])=[CH:22][CH:21]=1)=[O:19] |f:0.1|. Reported procedure: A mixture of sodium hydride (55%; 0.224 g) and 4-hydroxy-alpha-oxobenzeneacetic acid methyl ester (0.918 g) in dimethylformamide (12 mL) were stirred at room temperature for 30 minutes and then 2-chloro-1-[4-(1,1-dimethylethyl)phenyl]ethanone (1 g) in dimethylformamide (6 mL) was added. The reaction mixture was stirred at 60° C. overnight and worked up as in Example 20. The crude product (1.97 g) was purified initially by HPLC (ethyl acetate-hexane; 1:3) to give 0.79 g of material that was furth...